The task is: describe an organic reaction: reactants, conditions, products, and yield. This data is from the Open Reaction Database (ORD), a public repository of structured organic reaction records. The product is CN(c1ccccc1Br)C1CCNCC1. RXN SMILES: [C:1]([O:2][C:3](=[O:4])[N:8]1[CH2:9][CH2:10][CH:11]([N:14]([CH3:15])[c:16]2[c:17]([Br:22])[cH:18][cH:19][cH:20][cH:21]2)[CH2:12][CH2:13]1)([CH3:5])([CH3:6])[CH3:7].[ClH:29].[O:23]1[CH2:24][CH2:25][O:26][CH2:27][CH2:28]1>>[NH:8]1[CH2:9][CH2:10][CH:11]([N:14]([CH3:15])[c:16]2[c:17]([Br:22])[cH:18][cH:19][cH:20][cH:21]2)[CH2:12][CH2:13]1. Starting materials: CN(c1ccccc1Br)C1CCN(C(=O)OC(C)(C)C)CC1, Cl, C1COCCO1. Starting materials: [OH-].[K+] (KOH), C(C1=CN=CC=C1)(=O)O (Nicotinic acid). Run in O (water). Run at temperature 50 celsius, time 3 hour. The product is C(C1=CN=CC=C1)(=O)[O-].[K+] (Potassium Nicotinate). Reaction SMILES: [OH-].[K+:2].[C:3]([OH:11])(=[O:10])[C:4]1[CH:9]=[CH:8][CH:7]=[N:6][CH:5]=1>O>[C:3]([O-:11])(=[O:10])[C:4]1[CH:9]=[CH:8][CH:7]=[N:6][CH:5]=1.[K+:2] |f:0.1,4.5|. Procedure: To a solution of KOH (1.12 g) in 10 ml of demineralised water, Nicotinic acid was added and stirred well at 50° C. for 3 h. Water was removed in a rotavapour. The solid was dried under vacuum at 120° C. to remove final traces of water to give 3.1 g of white solid with m.pt >325° C. Reaction conditions: time 16 hour. The solvent is C(C)OCC (diethyl ether). The product is [N+](=O)([O-])C=1C=C(C=CC1)NS(=O)(=O)C1=CC=CC=C1 (N-(3-nitrophenyl)benzenesulfonamide). Reported procedure: To 6.17 g (44.7 mmol) of 3-nitroaniline and 8.41 mL (48.2 mmol) of N,N-diisopropylethylamine in 150 mL of anhydrous diethyl ether was added 5.14 mL (40.2 mmol) of benzenesulfonyl chloride. The mixture was heated to reflux under nitrogen with stirring for 16 h, cooled and the resulting two-phase mixture scratched to crystallize the insoluble oil. After decanting the ether layer, the derived solid was dissolved in 300 mL of dichloromethane and the solution washed with 2 N HCl (3×200 mL), saturated... Reaction SMILES: [N+:1]([C:4]1[CH:5]=[C:6]([CH:8]=[CH:9][CH:10]=1)[NH2:7])([O-:3])=[O:2].C(N(CC)C(C)C)(C)C.[C:20]1([S:26](Cl)(=[O:28])=[O:27])[CH:25]=[CH:24][CH:23]=[CH:22][CH:21]=1>C(OCC)C>[N+:1]([C:4]1[CH:5]=[C:6]([NH:7][S:26]([C:20]2[CH:25]=[CH:24][CH:23]=[CH:22][CH:21]=2)(=[O:28])=[O:27])[CH:8]=[CH:9][CH:10]=1)([O-:3])=[O:2]. Starting materials: [N+](=O)([O-])C=1C=C(N)C=CC1 (3-nitroaniline), C(C)(C)N(C(C)C)CC (N,N-diisopropylethylamine), C1(=CC=CC=C1)S(=O)(=O)Cl (benzenesulfonyl chloride). The yield is 86.0%. Starting materials: CC1=C(N=C(O1)C1=CC=CC=C1)COC=1C=C(C=CC(=O)OCC)C=CC1 (ethyl 3-(5-methyl-2-phenyl-4-oxazolylmethoxy)cinnamate), [H-].C(C(C)C)[Al+]CC(C)C (diisobutylaluminum hydride). The product is CC1=C(N=C(O1)C1=CC=CC=C1)COC=1C=C(C=CC1)/C=C/CO ((E)-3-[3-(5-methyl-2-phenyl-4-oxazolylmethoxy)phenyl]-2-propen-1-ol). RXN SMILES: [CH3:1][C:2]1[O:6][C:5]([C:7]2[CH:12]=[CH:11][CH:10]=[CH:9][CH:8]=2)=[N:4][C:3]=1[CH2:13][O:14][C:15]1[CH:16]=[C:17]([CH:25]=[CH:26][CH:27]=1)[CH:18]=[CH:19][C:20](OCC)=[O:21].[H-].C([Al+]CC(C)C)C(C)C>>[CH3:1][C:2]1[O:6][C:5]([C:7]2[CH:8]=[CH:9][CH:10]=[CH:11][CH:12]=2)=[N:4][C:3]=1[CH2:13][O:14][C:15]1[CH:16]=[C:17](/[CH:18]=[CH:19]/[CH2:20][OH:21])[CH:25]=[CH:26][CH:27]=1 |f:1.2|. Procedure: According to the method described for Reference Example 23, ethyl 3-(5-methyl-2-phenyl-4-oxazolylmethoxy)cinnamate was subjected to reduction with diisobutylaluminum hydride to give (E)-3-[3-(5-methyl-2-phenyl-4-oxazolylmethoxy)phenyl]-2-propen-1-ol. Recrystallization from ethyl acetate gave colorless prisms, m.p.120°-121° C. Starting materials: C(CCC)NC(=C(C(=O)NC1=C(C=CC=C1CC)CC)C(CC1=CC=CC=C1)=O)C (3-butylamino-N-(2,6-diethylphenyl)-2-phenylacetyl-2-butenic acid amide), COC(C)(N(C)C)OC (N,N-dimethylacetamide dimethyl ketal), CN(C)C (trimethylamine). Solvent: C1=CC=CC=C1 (benzene). The product is C(CCC)N1C(=C(C(C(=C1C)C1=CC=CC=C1)=O)C(=O)NC1=C(C=CC=C1CC)CC)C (1-Butyl-N-(2,6-diethylphenyl)-1,4-dihydro-2,6-dimethyl -4-oxo-5-phenyl-3-pyridinecarboxamide). The yield is 43.4%. Reaction SMILES: [CH2:1]([NH:5][C:6]([CH3:30])=[C:7]([C:21](=[O:29])[CH2:22][C:23]1[CH:28]=[CH:27][CH:26]=[CH:25][CH:24]=1)[C:8]([NH:10][C:11]1[C:16]([CH2:17][CH3:18])=[CH:15][CH:14]=[CH:13][C:12]=1[CH2:19][CH3:20])=[O:9])[CH2:2][CH2:3][CH3:4].CO[C:33](OC)(N(C)C)[CH3:34].CN(C)C>C1C=CC=CC=1>[CH2:1]([N:5]1[C:33]([CH3:34])=[C:22]([C:23]2[CH:24]=[CH:25][CH:26]=[CH:27][CH:28]=2)[C:21](=[O:29])[C:7]([C:8]([NH:10][C:11]2[C:12]([CH2:19][CH3:20])=[CH:13][CH:14]=[CH:15][C:16]=2[CH2:17][CH3:18])=[O:9])=[C:6]1[CH3:30])[CH2:2][CH2:3][CH3:4]. Reported procedure: A mixture of 4.07 g (10 mmol) of the resulted 3-butylamino-N-(2,6-diethylphenyl)-2-phenylacetyl-2-butenic acid amide, 4.00 g (30 mmol) of N,N-dimethylacetamide dimethyl ketal, 0.4 ml of trimethylamine and 20 ml of benzene was refluxed for 3 hours under nitrogen atmosphere. The residue, obtained by concentrating the reaction mixture under vacuo, was column-chromatographed on silica gel to afford 1.87 g of the title compound, as oil.